Task: describe an organic reaction: reactants, conditions, products, and yield. Dataset: the Open Reaction Database (ORD), a public repository of structured organic reaction records Reactants: ClC=1C=C(C(=O)O)C=C(C1)Cl (3,5-dichlorobenzoic acid), [BH4-].[Na+] (NaBH4), TEA, i-Bu chloroformate. The product is ClC=1C=C(CO)C=C(C1)Cl (3,5-Dichlorobenzyl Alcohol). Yield: 74.1%. Reaction SMILES: [Cl:1][C:2]1[CH:3]=[C:4]([CH:8]=[C:9]([Cl:11])[CH:10]=1)[C:5](O)=[O:6].[BH4-].[Na+]>>[Cl:1][C:2]1[CH:3]=[C:4]([CH:8]=[C:9]([Cl:11])[CH:10]=1)[CH2:5][OH:6] |f:1.2|. Procedure details: Prepared according to the method described in Example X(i) above from 3,5-dichlorobenzoic acid (15.3 g; 80 mmol), TEA (8.9 g; 88 mmol), i-Bu chloroformate (12 g; 88 mmol) and NaBH4 (9.0 g; 240 mmol), yielding 10.5 g (74%) of sub-title compound. Starting materials: FC1=CC(=C(N)C=C1)[N+](=O)[O-] (4-fluoro-2-nitroaniline), N1=C(C=CC=C1)N1C(=NC2=C1C=CC(=C2)C(F)(F)F)\C=C\C2=CC=CC=C2 ((E)-1-(2-Pyridyl)-2-styryl-5-trifluoromethyl-1H-benzimidazole). Product: FC1=CC2=C(N(C(=N2)\C=C\C2=CC=CC=C2)C2=NC=CC=C2)C=C1 ((E)-5-Fluoro-1-(2-pyridyl)-2-styryl-1H-benzimidazole). RXN SMILES: [F:1]C1C=CC(N)=C([N+]([O-])=O)C=1.[N:12]1[CH:17]=[CH:16][CH:15]=[CH:14][C:13]=1[N:18]1[C:22]2[CH:23]=[CH:24][C:25](C(F)(F)F)=[CH:26][C:21]=2[N:20]=[C:19]1/[CH:31]=[CH:32]/[C:33]1[CH:38]=[CH:37][CH:36]=[CH:35][CH:34]=1>>[F:1][C:25]1[CH:24]=[CH:23][C:22]2[N:18]([C:13]3[CH:14]=[CH:15][CH:16]=[CH:17][N:12]=3)[C:19](/[CH:31]=[CH:32]/[C:33]3[CH:38]=[CH:37][CH:36]=[CH:35][CH:34]=3)=[N:20][C:21]=2[CH:26]=1. Procedure details: The titled compound was prepared from 4-fluoro-2-nitroaniline according to the preparation of (E)-1-(2-pyridyl)-2-styryl-5-trifluoromethyl-1H-benzimidazole (Example 57). MW: 315.35; mp: 134.0-135.0° C.; 1H-NMR (CDCl3) δ: 8.78 (1H, ddd, J=4.8, 1.8, 1.1 Hz), 8.04-7.96 (1H, m), 8.00 (1H, d, J=15.8 Hz), 7.54-7.45 (5H, m), 7.42-7.30 (4H, m), 7.10 (1H, d, J=16.1 Hz), 7.01 (1H, td, J=9.2, 2.6 Hz). Reactants: [Li]C, C1CCOC1, O, O=C(O)c1ccc2ccccc2n1. Product: CC(=O)c1ccc2ccccc2n1. RXN SMILES: [CH3:14][Li:15].[O:17]1[CH2:18][CH2:19][CH2:20][CH2:21]1.[OH2:16].[OH:1][C:2](=[O:3])[c:4]1[cH:5][cH:6][c:7]2[cH:8][cH:9][cH:10][cH:11][c:12]2[n:13]1>>[C:2](=[O:3])([c:4]1[cH:5][cH:6][c:7]2[cH:8][cH:9][cH:10][cH:11][c:12]2[n:13]1)[CH3:14]. Starting materials: C(C)OC1=CC=C(C=C1)C(=O)N=C=S (4-ethoxy-1-benzenecarbonyl isothiocyanate), C(C)OC1=CC=C(C=C1)C(=O)Cl (4-ethoxy-1-benzenecarbonyl chloride), ClC=1C=C(N)C=CC1OC1=CC=NC2=CC(=C(C=C12)OC)OC (3-Chloro-4-[(6,7-dimethoxy-4-quinolyl)oxy]aniline). Run in C(C)O (ethanol), C(C)O (ethanol), C1(=CC=CC=C1)C (toluene). Reaction conditions: time 2 hour. Yields the product C(C)OC1=CC=C(C=C1)C(=O)N=C=S (4-Ethoxy-1-benzenecarbonyl isothiocyanate), ClC=1C=C(C=CC1OC1=CC=NC2=CC(=C(C=C12)OC)OC)NC(=S)NC(C1=CC=C(C=C1)OCC)=O (N-{3-Chloro-4-[(6,7-dimethoxy-4-quinolyl)oxy]phenyl}-N′-(4-ethoxybenzoyl)thiourea). Isolated yield 89.0%. Reaction SMILES: C(OC1C=CC(C(Cl)=O)=CC=1)C.[Cl:13][C:14]1[CH:15]=[C:16]([CH:18]=[CH:19][C:20]=1[O:21][C:22]1[C:31]2[C:26](=[CH:27][C:28]([O:34][CH3:35])=[C:29]([O:32][CH3:33])[CH:30]=2)[N:25]=[CH:24][CH:23]=1)[NH2:17].[CH2:36]([O:38][C:39]1[CH:44]=[CH:43][C:42]([C:45]([N:47]=[C:48]=[S:49])=[O:46])=[CH:41][CH:40]=1)[CH3:37]>C1(C)C=CC=CC=1.C(O)C>[CH2:36]([O:38][C:39]1[CH:44]=[CH:43][C:42]([C:45]([N:47]=[C:48]=[S:49])=[O:46])=[CH:41][CH:40]=1)[CH3:37].[Cl:13][C:14]1[CH:15]=[C:16]([NH:17][C:48]([NH:47][C:45](=[O:46])[C:42]2[CH:43]=[CH:44][C:39]([O:38][CH2:36][CH3:37])=[CH:40][CH:41]=2)=[S:49])[CH:18]=[CH:19][C:20]=1[O:21][C:22]1[C:31]2[C:26](=[CH:27][C:28]([O:34][CH3:35])=[C:29]([O:32][CH3:33])[CH:30]=2)[N:25]=[CH:24][CH:23]=1. Procedure: 4-Ethoxy-1-benzenecarbonyl isothiocyanate was prepared using commercially available 4-ethoxy-1-benzenecarbonyl chloride (80 mg) as a starting compound according to the description of the literature. 3-Chloro-4-[(6,7-dimethoxy-4-quinolyl)oxy]aniline (50 mg) was dissolved in toluene (5 ml) and ethanol (1 ml) to prepare a solution. A solution of 4-ethoxy-1-benzenecarbonyl isothiocyanate in ethanol (1 ml) was then added to the solution, and the mixture was stirred at room temperature for 2 hr. The r... The reactants are N([C@H](CC1=CC=C2C=CC=CC2=C1)C(=O)N[C@H](CC1=CC=CC=C1)C(=O)N[C@H](CC1=CC=CC=C1)C(=O)N[C@@H](COC(C)(C)C)C(=O)OC(C)(C)C)C(=O)C (Ac-D-Nal(2)-D-Phe-D-Phe-Ser(tBu)-OtBu). The solvent is FC(C(=O)O)(F)F (trifluoroacetic acid), SCCS (1,2-dimercaptoethane). Conditions: time 1 hour. Yields the product N([C@H](CC1=CC=C2C=CC=CC2=C1)C(=O)N[C@H](CC1=CC=CC=C1)C(=O)N[C@H](CC1=CC=CC=C1)C(=O)N[C@@H](CO)C(=O)O)C(=O)C (Ac-D-Nal(2)-D-Phe-D-Phe-Ser-OH). Reaction SMILES: [NH:1]([C:53]([CH3:55])=[O:54])[C@@H:2]([C:14]([NH:16][C@@H:17]([C:25]([NH:27][C@@H:28]([C:36]([NH:38][C@H:39]([C:46]([O:48]C(C)(C)C)=[O:47])[CH2:40][O:41]C(C)(C)C)=[O:37])[CH2:29][C:30]1[CH:35]=[CH:34][CH:33]=[CH:32][CH:31]=1)=[O:26])[CH2:18][C:19]1[CH:24]=[CH:23][CH:22]=[CH:21][CH:20]=1)=[O:15])[CH2:3][C:4]1[CH:13]=[C:12]2[C:7]([CH:8]=[CH:9][CH:10]=[CH:11]2)=[CH:6][CH:5]=1>FC(F)(F)C(O)=O.SCCS>[NH:1]([C:53]([CH3:55])=[O:54])[C@@H:2]([C:14]([NH:16][C@@H:17]([C:25]([NH:27][C@@H:28]([C:36]([NH:38][C@H:39]([C:46]([OH:48])=[O:47])[CH2:40][OH:41])=[O:37])[CH2:29][C:30]1[CH:31]=[CH:32][CH:33]=[CH:34][CH:35]=1)=[O:26])[CH2:18][C:19]1[CH:20]=[CH:21][CH:22]=[CH:23][CH:24]=1)=[O:15])[CH2:3][C:4]1[CH:13]=[C:12]2[C:7]([CH:8]=[CH:9][CH:10]=[CH:11]2)=[CH:6][CH:5]=1. Procedure: 10 g of Ac-D-Nal(2)-D-Phe-D-Phe-Ser(tBu)-OtBu are dissolved in a mixture of 40 ml of 90% strength aqueous trifluoroacetic acid and 1.6 ml of 1,2-dimercaptoethane. The mixture is left to stand at room temperature for one hour and is concentrated. The residue is triturated with water and dried under high vacuum. Starting materials: C1CCOC1, CCOC(=O)Cc1cc(Cl)c(NC(=O)c2nn(C)c3ccccc23)cc1F, Cl, [Na+], [OH-]. The product is Cn1nc(C(=O)Nc2cc(F)c(CC(=O)O)cc2Cl)c2ccccc21. As a reaction SMILES: [CH2:28]1[O:29][CH2:30][CH2:31][CH2:32]1.[Cl:1][c:2]1[c:3]([NH:15][C:16](=[O:17])[c:18]2[n:19][n:20]([CH3:27])[c:21]3[cH:22][cH:23][cH:24][cH:25][c:26]23)[cH:4][c:5]([F:14])[c:6]([CH2:8][C:9](=[O:10])[O:11][CH2:12][CH3:13])[cH:7]1.[ClH:35].[Na+:34].[OH-:33]>>[Cl:1][c:2]1[c:3]([NH:15][C:16](=[O:17])[c:18]2[n:19][n:20]([CH3:27])[c:21]3[cH:22][cH:23][cH:24][cH:25][c:26]23)[cH:4][c:5]([F:14])[c:6]([CH2:8][C:9](=[O:10])[OH:11])[cH:7]1. The reactants are C(C)OC(COC1=CC2=C(SC(=C2)CC(C)C)C(=C1Cl)Cl)=O (ethyl[(6,7-dichloro-2-isobutylbenzo[b]thien-5-yl)oxy]acetate), [OH-].[Na+] (sodium hydroxide), Cl (hydrochloric acid). Solvent: O (water), C(C)OCC (diethyl ether), C(C)O (ethanol). Product: ClC=1C(=CC2=C(SC(=C2)CC(C)C)C1Cl)OCC(=O)O ([(6,7-dichloro-2-isobutylbenzo[b]thien-5-yl)oxy]acetic acid). Yield: 93.7%. Reaction SMILES: C([O:3][C:4](=[O:22])[CH2:5][O:6][C:7]1[C:19]([Cl:20])=[C:18]([Cl:21])[C:10]2[S:11][C:12]([CH2:14][CH:15]([CH3:17])[CH3:16])=[CH:13][C:9]=2[CH:8]=1)C.[OH-].[Na+].Cl>C(O)C.O.C(OCC)C>[Cl:20][C:19]1[C:7]([O:6][CH2:5][C:4]([OH:22])=[O:3])=[CH:8][C:9]2[CH:13]=[C:12]([CH2:14][CH:15]([CH3:17])[CH3:16])[S:11][C:10]=2[C:18]=1[Cl:21] |f:1.2|. Reported procedure: To 9.6 g of ethyl[(6,7-dichloro-2-isobutylbenzo[b]thien-5-yl)oxy]acetate in 75 ml of 95% ethanol is added 175 ml of a 6N sodium hydroxide solution and the mixture is refluxed at 100® for 30 mins. The cooled mixture is concentrated in vacuo to give a slurry which is diluted with 500 ml of water and 500 ml of diethyl ether. With stirring and cooling, the mixture is acidified with 6N hydrochloric acid. The acidic mixture is extracted with diethyl ether. The ether extracts are washed, dried over anh...